Dataset: the Open Reaction Database (ORD), a public repository of structured organic reaction records. Task: describe an organic reaction: reactants, conditions, products, and yield The reactants are CC1(OC[C@H](O1)COC1=CC(=CC(=C1)C(F)(F)F)[N+](=O)[O-])C ((4R)-2,2-dimethyl-4-{[3-nitro-5-(trifluoromethyl)phenoxy]methyl}-1,3-dioxolane). Reagents/catalysts: [Pd] (Pd). The solvent is CCOC(=O)C (EtOAc). Conditions: time 6 hour. The product is CC1(OC[C@H](O1)COC=1C=C(N)C=C(C1)C(F)(F)F)C (3-{[(4R)-2,2-dimethyl-1,3-dioxolan-4-yl]methoxy}-5-(trifluoromethyl)-aniline). Isolated yield 100.1%. RXN SMILES: [CH3:1][C:2]1([CH3:22])[O:6][C@H:5]([CH2:7][O:8][C:9]2[CH:14]=[C:13]([C:15]([F:18])([F:17])[F:16])[CH:12]=[C:11]([N+:19]([O-])=O)[CH:10]=2)[CH2:4][O:3]1>CCOC(C)=O.[Pd]>[CH3:1][C:2]1([CH3:22])[O:6][C@H:5]([CH2:7][O:8][C:9]2[CH:10]=[C:11]([CH:12]=[C:13]([C:15]([F:18])([F:16])[F:17])[CH:14]=2)[NH2:19])[CH2:4][O:3]1. Procedure: (4R)-2,2-dimethyl-4-{[3-nitro-5-(trifluoromethyl)phenoxy]methyl}-1,3-dioxolane (0.7770 g, 2.4 mmol) was dissolved in EtOAc (30 mL) and Pd (77 mg, 10% on carbon) was added. The reaction mixture was allowed to stir at rt under an atmosphere of hydrogen for 6 h. The reaction mixture was filtered through a pad of Celite and washed with EtOAc. The solvents were evaporated to give 3-{[(4R)-2,2-dimethyl-1,3-dioxolan-4-yl]methoxy}-5-(trifluoromethyl)-aniline (700 mg, 100%) as a white solid. LCMS: (FA) E... The reactants are C(CCCCCCC)NC(C=C)=O (N-octylacrylamide), C(C=C)(=O)N (acrylamide), C(=CC1=CC=CC=C1)S(=O)(=O)[O-].[Na+] (sodium styrene sulfonate). Run in CO (methanol). Conditions: temperature 25 celsius, time 16 hour. The product is C(CCCCCCC)NC(C=C)=O.C(C=C)(=O)N.C(=CC1=CC=CC=C1)S(=O)(=O)[O-].[Na+] (N-Octylacrylamide Acrylamide Sodium Styrene Sulfonate). As a reaction SMILES: [CH2:1]([NH:9][C:10](=[O:13])[CH:11]=[CH2:12])[CH2:2][CH2:3][CH2:4][CH2:5][CH2:6][CH2:7][CH3:8].[C:14]([NH2:18])(=[O:17])[CH:15]=[CH2:16].[CH:19]([S:27]([O-:30])(=[O:29])=[O:28])=[CH:20][C:21]1[CH:26]=[CH:25][CH:24]=[CH:23][CH:22]=1.[Na+:31]>CO>[CH2:1]([NH:9][C:10](=[O:13])[CH:11]=[CH2:12])[CH2:2][CH2:3][CH2:4][CH2:5][CH2:6][CH2:7][CH3:8].[C:14]([NH2:18])(=[O:17])[CH:15]=[CH2:16].[CH:19]([S:27]([O-:30])(=[O:28])=[O:29])=[CH:20][C:21]1[CH:26]=[CH:25][CH:24]=[CH:23][CH:22]=1.[Na+:31] |f:2.3,5.6.7.8|. Reported procedure: A solution of 15.0 g of SDS in 500 ml of purified, deoxygenated water was prepared and 0.415 g of N-octylacrylamide, 12.73 g of acrylamide and 9.35 g of sodium styrene sulfonate were added. The resulting clear solution was placed in a 2 liter Morton style resin kettle fitted with a chilled water condenser, thermometer, nitrogen sparger and mechanical stirrer. The solution was purged with nitrogen for 0.5 hour at 25° C., then 0.116 g of potassium persulfate and 0.0082 g of sodium metabisulfite we... Starting materials: FC(C=1C=C(CN(C(=O)C2=C(C=3C(=NC=CC3)C(N2C)=O)C2=CC=C(C=C2)C(=O)O)C)C=C(C1)C(F)(F)F)(F)F (N-[3,5-Bis(trifluoromethyl)benzyl]-5-(4-carboxyphenyl]-7,8-dihydro-N,7-dimethyl-8-oxo-6-pyrido[3,4-b]pyridinecarboxamide), C1CCOC1 (THF), [N+](=[N-])=C (diazomethane). Run in C(C)OCC (ethyl ether). Conditions: time 30 minute. Product: FC(C=1C=C(CN(C(=O)C2=C(C=3C(=NC=CC3)C(N2C)=O)C2=CC=C(C=C2)C(=O)OC)C)C=C(C1)C(F)(F)F)(F)F (N-[3,5-Bis(trifluoromethyl)benzyl]-7,8-dihydro-5-(4-methoxycarbonylphenyl]-N,7-dimethyl-8-oxo-6-pyrido[3,4-b]pyridinecarboxamide). RXN SMILES: [F:1][C:2]([F:40])([F:39])[C:3]1[CH:4]=[C:5]([CH:32]=[C:33]([C:35]([F:38])([F:37])[F:36])[CH:34]=1)[CH2:6][N:7]([CH3:31])[C:8]([C:10]1[N:19]([CH3:20])[C:18](=[O:21])[C:13]2=[N:14][CH:15]=[CH:16][CH:17]=[C:12]2[C:11]=1[C:22]1[CH:27]=[CH:26][C:25]([C:28]([OH:30])=[O:29])=[CH:24][CH:23]=1)=[O:9].[CH2:41]1COCC1.[N+](=C)=[N-]>C(OCC)C>[F:38][C:35]([F:36])([F:37])[C:33]1[CH:32]=[C:5]([CH:4]=[C:3]([C:2]([F:1])([F:39])[F:40])[CH:34]=1)[CH2:6][N:7]([CH3:31])[C:8]([C:10]1[N:19]([CH3:20])[C:18](=[O:21])[C:13]2=[N:14][CH:15]=[CH:16][CH:17]=[C:12]2[C:11]=1[C:22]1[CH:27]=[CH:26][C:25]([C:28]([O:30][CH3:41])=[O:29])=[CH:24][CH:23]=1)=[O:9]. Reported procedure: To a mixture of the compound obtained in Example 74 (50 mg) and THF (15 ml) was added a solution of diazomethane (excess) in ethyl ether. After the mixture was stirred for 30 minutes at room temperature, the solvent was evaporated to give the titled compound as colorless crystals (25 mg). Reactants: CC(=O)O, CC(C)CNC(=O)c1ccc(SCCCl)c([N+](=O)[O-])c1, [Fe]. Yields the product CC(C)CNC(=O)c1ccc(SCCCl)c(N)c1. Reaction SMILES: [C:21]([OH:22])(=[O:23])[CH3:24].[Cl:1][CH2:2][CH2:3][S:4][c:5]1[c:6]([N+:18]([O-:19])=[O:20])[cH:7][c:8]([C:9](=[O:10])[NH:11][CH2:12][CH:13]([CH3:14])[CH3:15])[cH:16][cH:17]1.[Fe:25]>>[Cl:1][CH2:2][CH2:3][S:4][c:5]1[c:6]([NH2:18])[cH:7][c:8]([C:9](=[O:10])[NH:11][CH2:12][CH:13]([CH3:14])[CH3:15])[cH:16][cH:17]1.